The task is: describe an organic reaction: reactants, conditions, products, and yield. This data is from the Open Reaction Database (ORD), a public repository of structured organic reaction records. Starting materials: O=Cc1ccc(O)c(Br)c1, CC(=O)O, O=[N+]([O-])O. Yields the product O=Cc1cc(Br)c(O)c([N+](=O)[O-])c1. Reaction SMILES: [Br:1][c:2]1[cH:3][c:4]([CH:5]=[O:6])[cH:7][cH:8][c:9]1[OH:10].[CH3:15][C:16](=[O:17])[OH:18].[OH:11][N+:12]([O-:13])=[O:14]>>[Br:1][c:2]1[cH:3][c:4]([CH:5]=[O:6])[cH:7][c:8]([N+:12](=[O:11])[O-:13])[c:9]1[OH:10]. RXN SMILES: [C:38](=[O:39])([O-:40])[O-:41].[CH2:17]([CH3:18])[NH:19][C:20](=[O:21])[NH:22][c:23]1[n:24][cH:25][c:26]([B:29]2[O:30][C:31]([CH3:32])([CH3:33])[C:34]([CH3:35])([CH3:36])[O:37]2)[cH:27][cH:28]1.[CH2:1]([CH3:2])[O:3][C:4](=[O:5])[c:6]1[c:7]([C:12]([N:13]([CH3:14])[CH3:15])=[O:16])[n:8][c:9]([Cl:11])[s:10]1.[CH3:51][CH2:52][O:53][C:54](=[O:55])[CH3:56].[Cs+:42].[Cs+:43].[O:45]1[CH2:46][CH2:47][O:48][CH2:49][CH2:50]1.[OH2:44].[c:57]1([PH:58]([Pd-4:59]([PH:60]([c:61]2[cH:62][cH:63][cH:64][cH:65][cH:66]2)([c:67]2[cH:68][cH:69][cH:70][cH:71][cH:72]2)[c:73]2[cH:74][cH:75][cH:76][cH:77][cH:78]2)([PH:79]([c:80]2[cH:81][cH:82][cH:83][cH:84][cH:85]2)([c:86]2[cH:87][cH:88][cH:89][cH:90][cH:91]2)[c:92]2[cH:93][cH:94][cH:95][cH:96][cH:97]2)[PH:98]([c:99]2[cH:100][cH:101][cH:102][cH:103][cH:104]2)([c:105]2[cH:106][cH:107][cH:108][cH:109][cH:110]2)[c:111]2[cH:112][cH:113][cH:114][cH:115][cH:116]2)([c:117]2[cH:118][cH:119][cH:120][cH:121][cH:122]2)[c:123]2[cH:124][cH:125][cH:126][cH:127][cH:128]2)[cH:129][cH:130][cH:131][cH:132][cH:133]1>>[CH2:1]([CH3:2])[O:3][C:4](=[O:5])[c:6]1[c:7]([C:12]([N:13]([CH3:14])[CH3:15])=[O:16])[n:8][c:9](-[c:26]2[cH:25][n:24][c:23]([NH:22][C:20]([NH:19][CH2:17][CH3:18])=[O:21])[cH:28][cH:27]2)[s:10]1. The product is CCNC(=O)Nc1ccc(-c2nc(C(=O)N(C)C)c(C(=O)OCC)s2)cn1. Reactants: O=C([O-])[O-], CCNC(=O)Nc1ccc(B2OC(C)(C)C(C)(C)O2)cn1, CCOC(=O)c1sc(Cl)nc1C(=O)N(C)C, CCOC(C)=O, [Cs+], [Cs+], C1COCCO1, O, c1ccc([PH](c2ccccc2)(c2ccccc2)[Pd-4]([PH](c2ccccc2)(c2ccccc2)c2ccccc2)([PH](c2ccccc2)(c2ccccc2)c2ccccc2)[PH](c2ccccc2)(c2ccccc2)c2ccccc2)cc1. The reactants are COC(=O)C(Br)c1ccccc1OC, CCOC(C)=O, [Cl-], [H-], [NH4+], [Na+], CCOC(=O)n1c(=O)[nH]c2ccccc21, CN(C)C=O. The product is CCOC(=O)n1c(=O)n(C(C(=O)OC)c2ccccc2OC)c2ccccc21. RXN SMILES: [Br:18][CH:19]([C:20](=[O:21])[O:22][CH3:23])[c:24]1[c:25]([O:30][CH3:31])[cH:26][cH:27][cH:28][cH:29]1.[CH3:39][CH2:40][O:41][C:42](=[O:43])[CH3:44].[Cl-:32].[H-:16].[NH4+:33].[Na+:17].[O:1]=[c:2]1[nH:3][c:4]2[c:5]([n:6]1[C:7](=[O:8])[O:9][CH2:10][CH3:11])[cH:12][cH:13][cH:14][cH:15]2.[O:34]=[CH:35][N:36]([CH3:37])[CH3:38]>>[O:1]=[c:2]1[n:3]([CH:19]([C:20](=[O:21])[O:22][CH3:23])[c:24]2[c:25]([O:30][CH3:31])[cH:26][cH:27][cH:28][cH:29]2)[c:4]2[c:5]([n:6]1[C:7](=[O:8])[O:9][CH2:10][CH3:11])[cH:12][cH:13][cH:14][cH:15]2. The reactants are C1(=CC=CC=C1)P(=O)(C1=CC=CC=C1)N=[N+]=[N-] (diphenylphosphoryl azide), C(C)(C)(C)OC(N[C@@H]1CC[C@H](CC1)O)=O ((trans-4-hydroxy-cyclohexyl)carbamic acid tert-butyl ester), C1=CC=C(C=C1)P(C2=CC=CC=C2)C3=CC=CC=C3 (PPh3), N(=NC(=O)OCC)C(=O)OCC (diethyl azodicarboxylate). Reaction SMILES: [C:1]([O:5][C:6](=[O:15])[NH:7][C@H:8]1[CH2:13][CH2:12][C@H:11](O)[CH2:10][CH2:9]1)([CH3:4])([CH3:3])[CH3:2].C1C=CC(P(C2C=CC=CC=2)C2C=CC=CC=2)=CC=1.N(C(OCC)=O)=NC(OCC)=O.C1(P([N:61]=[N+:62]=[N-:63])(C2C=CC=CC=2)=O)C=CC=CC=1>C1COCC1>[C:1]([O:5][C:6](=[O:15])[NH:7][C@H:8]1[CH2:13][CH2:12][C@@H:11]([N:61]=[N+:62]=[N-:63])[CH2:10][CH2:9]1)([CH3:4])([CH3:3])[CH3:2]. Procedure details: To a cooled (−10° C.) and stirred solution under Ar of (trans-4-hydroxy-cyclohexyl)carbamic acid tert-butyl ester (10.0 g) (H. Noguchi, T. Aoyama, T. Shioiri, Heterocycles 2002, 58, 471-504) and PPh3 (18.3 g) in THF (250 ml) was added diethyl azodicarboxylate (12.1 g). After 5 min a solution of diphenylphosphoryl azide (19.2 g) in THF (250 ml) was slowly added from a dropping funnel. The reaction mixture was stirred 6 h at −10° C. and stirring was continued over night at RT. After dilution with ... Reaction conditions: temperature -10 celsius, time 6 hour. Solvent: C1CCOC1 (THF), C1CCOC1 (THF). Yields the product C(C)(C)(C)OC(N[C@@H]1CC[C@@H](CC1)N=[N+]=[N-])=O ((cis-4-Azido-cyclohexyl)carbamic acid tert-butyl ester). The reactants are C(C)(C)(C)OC(=O)N(CC(=O)OCC)CCCN1C(SC=C1C1=CC=C(C=C1)F)=NC1=C(C=C(C=C1)Cl)OC (Ethyl N-(tert-butoxycarbonyl)-N-{3-[2-[(4-chloro-2-methoxyphenyl)imino]-4-(4-fluorophenyl)thiazol-3(2H)-yl]propyl}glycinate), [OH-].[Na+] (sodium hydroxide), C(CC(O)(C(=O)O)CC(=O)O)(=O)O (citric acid), O (water). Solvent: C(C)O (ethanol). Conditions: time 4 hour. Yields the product C(C)(C)(C)OC(=O)N(CC(=O)O)CCCN1C(SC=C1C1=CC=C(C=C1)F)=NC1=C(C=C(C=C1)Cl)OC (N-(tert-Butoxycarbonyl)-N-{3-[2-[(4-chloro-2-methoxyphenyl)imino]-4-(4-fluorophenyl)thiazol-3(2H)-yl]propyl}glycine). Isolated yield 102.3%. Reaction SMILES: [C:1]([O:5][C:6]([N:8]([CH2:15][CH2:16][CH2:17][N:18]1[C:22]([C:23]2[CH:28]=[CH:27][C:26]([F:29])=[CH:25][CH:24]=2)=[CH:21][S:20][C:19]1=[N:30][C:31]1[CH:36]=[CH:35][C:34]([Cl:37])=[CH:33][C:32]=1[O:38][CH3:39])[CH2:9][C:10]([O:12]CC)=[O:11])=[O:7])([CH3:4])([CH3:3])[CH3:2].[OH-].[Na+].O.C(O)(=O)CC(CC(O)=O)(C(O)=O)O>C(O)C>[C:1]([O:5][C:6]([N:8]([CH2:15][CH2:16][CH2:17][N:18]1[C:22]([C:23]2[CH:28]=[CH:27][C:26]([F:29])=[CH:25][CH:24]=2)=[CH:21][S:20][C:19]1=[N:30][C:31]1[CH:36]=[CH:35][C:34]([Cl:37])=[CH:33][C:32]=1[O:38][CH3:39])[CH2:9][C:10]([OH:12])=[O:11])=[O:7])([CH3:3])([CH3:4])[CH3:2] |f:1.2|. Reported procedure: To a solution of the compound (3 g) obtained in Example 321 (1) in ethanol (5 ml) was added dropwise a 4N aqueous sodium hydroxide solution (5 ml), and the mixture was stirred at room temperature for 4 hours. To the reaction mixture was added water, and the mixture was acidified with a 10% aqueous citric acid solution, and extracted with ethyl acetate. The organic layer was washed with a saturated brine, dried over sodium sulfate, and the solvent was evaporated under reduced pressure to give the... Starting materials: C(=C\CC)/C1COC(OC1)CCCCC(CO)CO ((E)-2-[4-(5-but-1-enyl-1,3-dioxan-2-yl)butyl]-1,3-propanediol), FC=1C=C(C=O)C=CC1F (3,4-difluorobenzaldehyde), O.C1(=CC=C(C=C1)S(=O)(=O)O)C (p-toluenesulfonic acid monohydrate). Run in C1=CC=CC=C1 (benzene). Product: C(=C\CC)/C1COCOC1 (trans-5-but-1-enyl-1,3-dioxane). As a reaction SMILES: [CH:1](/[CH:5]1[CH2:10][O:9][CH:8](CCCCC(CO)CO)[O:7][CH2:6]1)=[CH:2]\[CH2:3][CH3:4].FC1C=C(C=CC=1F)C=O.O.C1(C)C=CC(S(O)(=O)=O)=CC=1>C1C=CC=CC=1>[CH:1](/[CH:5]1[CH2:10][O:9][CH2:8][O:7][CH2:6]1)=[CH:2]\[CH2:3][CH3:4] |f:2.3|. Reported procedure: A solution of 1.72 g of (E)-2-[4-(5-but-1-enyl-1,3-dioxan-2-yl)butyl]-1,3-propanediol and 1.0 g of 3,4-difluorobenzaldehyde in 30 ml of benzene is heated to slight boiling with 35 mg of p-toluenesulfonic acid monohydrate for 1 hour. After neutralization of the solution with a few drops of triethylamine the mixture is washed with water, dried over sodium sulfate, filtered and the filtrate is evaporated. The crude product is chromatographed on 40 g of silica gel with hexane/ethyl acetate 5% (v/v).... As a reaction SMILES: [CH3:22][C:23](=[O:24])[OH:25].[F:1][C:2]([O:3][c:4]1[cH:5][c:6]([O:7][c:8]2[cH:9][c:10]([N+:14]([O-:15])=[O:16])[cH:11][cH:12][cH:13]2)[cH:17][cH:18][cH:19]1)([F:20])[F:21].[Zn:26]>>[F:1][C:2]([O:3][c:4]1[cH:5][c:6]([O:7][c:8]2[cH:9][c:10]([NH2:14])[cH:11][cH:12][cH:13]2)[cH:17][cH:18][cH:19]1)([F:20])[F:21]. Reactants: CC(=O)O, O=[N+]([O-])c1cccc(Oc2cccc(OC(F)(F)F)c2)c1, [Zn]. The product is Nc1cccc(Oc2cccc(OC(F)(F)F)c2)c1. Starting materials: resultant mixture, O (Water), FC1=CC2=C(N(C(S2)=O)C(C)C)C=C1NN (6-Fluoro-3-(1-methylethyl)-2(3H)-benzothiazolon5-ylhydrazine), ON=C1C(=CCCC1)N1CCOCC1 (4-(3-hydroxyimino-1-cyclohexen2-yl)morpholine), C(C)(=O)O (acetic acid). Solvent: C(C)O (ethanol). The product is C(C)(C)N1C(SC2=C1C=C(C(=C2)F)N2N=C1C(=[N+]2[O-])CCCC1)=O (2-[3-isopropyl6-fluoro-2(3H)-benzothiazolon-5-yl]-4, 5, 6, 7-tetrahydro-2H-benzotriazole-1-oxide). Isolated yield 43.8%. Reaction SMILES: [F:1][C:2]1[C:14]([NH:15][NH2:16])=[CH:13][C:5]2[N:6]([CH:10]([CH3:12])[CH3:11])[C:7](=[O:9])[S:8][C:4]=2[CH:3]=1.[OH:17][N:18]=[C:19]1[CH2:24][CH2:23][CH2:22][CH:21]=[C:20]1N1CCOCC1.C(O)(=O)C.O>C(O)C>[CH:10]([N:6]1[C:5]2[CH:13]=[C:14]([N:15]3[N+:18]([O-:17])=[C:19]4[CH2:24][CH2:23][CH2:22][CH2:21][C:20]4=[N:16]3)[C:2]([F:1])=[CH:3][C:4]=2[S:8][C:7]1=[O:9])([CH3:12])[CH3:11]. Reported procedure: 6-Fluoro-3-(1-methylethyl)-2(3H)-benzothiazolon5-ylhydrazine (1.11 g) and 4-(3-hydroxyimino-1-cyclohexen2-yl)morpholine (0.90 g) were dissolved in ethanol (20 ml), a catalytic amount of acetic acid was added thereto, and the resultant mixture was heated under reflux for 3 hours. Water was added to the reaction mixture, which was then extracted with ethyl acetate. The extract was distilled under reduced pressure to remove the solvent and combined with a mixture of 15% aqueous pyridine (30 ml), te...